From a dataset of the Open Reaction Database (ORD), a public repository of structured organic reaction records. describe an organic reaction: reactants, conditions, products, and yield The reactants are CC(=O)O, CCOC(=O)C(=NOCc1ccc(F)cc1)C(C)=O, O=S(=O)(Cl)Cl. The product is CCOC(=O)C(=NOCc1ccc(F)cc1)C(=O)CCl. Reaction SMILES: [CH3:25][C:26](=[O:27])[OH:28].[F:1][c:2]1[cH:3][cH:4][c:5]([CH2:6][O:7][N:8]=[C:9]([C:10](=[O:11])[O:12][CH2:13][CH3:14])[C:15]([CH3:16])=[O:17])[cH:18][cH:19]1.[S:20]([Cl:21])(=[O:22])([Cl:23])=[O:24]>>[F:1][c:2]1[cH:3][cH:4][c:5]([CH2:6][O:7][N:8]=[C:9]([C:10](=[O:11])[O:12][CH2:13][CH3:14])[C:15]([CH2:16][Cl:23])=[O:17])[cH:18][cH:19]1.